From a dataset of the Open Reaction Database (ORD), a public repository of structured organic reaction records. describe an organic reaction: reactants, conditions, products, and yield Starting materials: ClC=1C=CC2=C(CCC=3C(=NC=CC3)[C@H]2N2C[C@@H](N(CC2)C(=O)OC(C)(C)C)C(=O)O)C1.[Na] (Sodium 1,1-dimethylethyl 4-(8-chloro-6,11-dihydro-5H-benzo[5,6]cyclohepta[1,2-b]pyridin-11(S)-yl)-2(R)-carboxy-1-piperazinecarboxylate), N1(C=NC=C1)CCC1NCCCC1 (2(R/S)-[2-(1H-imidazol-1-yl)ethyl]piperidine), Cl.CN(CCCN=C=NCC)C (1-(3-dimethylaminopropyl)-3-ethylcarbodiimide hydrochloride), ON1N=NC2=C1C=CC=C2 (1-hydroxybenzotriazole), CN1CCOCC1 (4-methylmorpholine). Solvent: CN(C)C=O (DMF). Run at temperature 25 celsius, time 286 hour. Yields the product ClC=1C=CC2=C(CCC=3C(=NC=CC3)[C@H]2N2C[C@@H](N(CC2)C(=O)OC(C)(C)C)C(=O)N2C(CCCC2)CCN2C=NC=C2)C1 (1,1-dimethylethyl 4-(8-chloro-6,11-dihydro-5H-benzo[5,6]cyclohepta[1,2-b]pyridin-11(S)-yl)-2(R)-[[2-[2-(1H-imidazol-1-yl)ethyl]-piperidinyl]carbonyl]-1-piperazinecarboxylate). Yield: 34.0%. RXN SMILES: [Cl:1][C:2]1[CH:3]=[CH:4][C:5]2[C@H:15]([N:16]3[CH2:21][CH2:20][N:19]([C:22]([O:24][C:25]([CH3:28])([CH3:27])[CH3:26])=[O:23])[C@@H:18]([C:29](O)=[O:30])[CH2:17]3)[C:10]3=[N:11][CH:12]=[CH:13][CH:14]=[C:9]3[CH2:8][CH2:7][C:6]=2[CH:32]=1.[Na].[N:34]1([CH2:39][CH2:40][CH:41]2[CH2:46][CH2:45][CH2:44][CH2:43][NH:42]2)[CH:38]=[CH:37][N:36]=[CH:35]1.Cl.CN(C)CCCN=C=NCC.ON1C2C=CC=CC=2N=N1.CN1CCOCC1>CN(C=O)C>[Cl:1][C:2]1[CH:3]=[CH:4][C:5]2[C@H:15]([N:16]3[CH2:21][CH2:20][N:19]([C:22]([O:24][C:25]([CH3:27])([CH3:28])[CH3:26])=[O:23])[C@@H:18]([C:29]([N:42]4[CH2:43][CH2:44][CH2:45][CH2:46][CH:41]4[CH2:40][CH2:39][N:34]4[CH:38]=[CH:37][N:36]=[CH:35]4)=[O:30])[CH2:17]3)[C:10]3=[N:11][CH:12]=[CH:13][CH:14]=[C:9]3[CH2:8][CH2:7][C:6]=2[CH:32]=1 |f:0.1,3.4,^1:32|. Procedure: Sodium 1,1-dimethylethyl 4-(8-chloro-6,11-dihydro-5H-benzo[5,6]cyclohepta[1,2-b]pyridin-11(S)-yl)-2(R)-carboxy-1-piperazinecarboxylate (prepared as described in Preparative Example 6 (sodium salt)) (0.5239 g, 1.09 mmoles), 2-[2-(1H-imidazol-1-yl)ethyl]piperidine (prepared as described in Preparative Example 57, Step D) (0.2544 g, 1.42 mmoles), 1-(3-dimethylaminopropyl)-3-ethylcarbodiimide hydrochloride (0.272 g, 1.42 mmoles), 1-hydroxybenzotriazole (0.1918 g, 1.42 mmoles) and 4-methylmorpholine ... Starting materials: BrC=1C=C(C=CC1)C1NC2=CC=C(C=C2CC1(C)C)C(=O)O (2-(3-bromo-phenyl)-3,3-dimethyl-1,2,3,4-tetrahydro-quinoline-6-carboxylic acid), N1C(CNC(C1)=O)=O (piperazine-2,5-dione), Cl.CN(CC(=O)O)C (N,N-dimethylglycine hydrochloride), C([O-])([O-])=O.[K+].[K+] (potassium carbonate). The reagents and catalysts are [Cu]I (copper(I) iodide). The solvent is CS(=O)C (dimethyl sulfoxide). Reaction conditions: temperature 120 celsius, time 12 hour. The product is O=C1N(CC(NC1)=O)C=1C=C(C=CC1)C1NC2=CC=C(C=C2CC1(C)C)C(=O)O (2-[3-(2,5-dioxo-piperazin-1-yl)-phenyl]-3,3-dimethyl-1,2,3,4-tetrahydro-quinoline-6-carboxylic acid). The yield is 11.7%. RXN SMILES: Br[C:2]1[CH:3]=[C:4]([CH:8]2[C:17]([CH3:19])([CH3:18])[CH2:16][C:15]3[C:10](=[CH:11][CH:12]=[C:13]([C:20]([OH:22])=[O:21])[CH:14]=3)[NH:9]2)[CH:5]=[CH:6][CH:7]=1.[NH:23]1[CH2:28][C:27](=[O:29])[NH:26][CH2:25][C:24]1=[O:30].Cl.CN(C)CC(O)=O.C(=O)([O-])[O-].[K+].[K+]>CS(C)=O.[Cu]I>[O:30]=[C:24]1[CH2:25][NH:26][C:27](=[O:29])[CH2:28][N:23]1[C:2]1[CH:3]=[C:4]([CH:8]2[C:17]([CH3:19])([CH3:18])[CH2:16][C:15]3[C:10](=[CH:11][CH:12]=[C:13]([C:20]([OH:22])=[O:21])[CH:14]=3)[NH:9]2)[CH:5]=[CH:6][CH:7]=1 |f:2.3,4.5.6|. Reported procedure: A mixture of 2-(3-bromo-phenyl)-3,3-dimethyl-1,2,3,4-tetrahydro-quinoline-6-carboxylic acid (360 mg, 1 mmol), piperazine-2,5-dione (570 mg, 5 mmol), copper(I) iodide (115 mg, 0.6 mmol), N,N-dimethylglycine hydrochloride (112 g, 0.8 mmol) and potassium carbonate (415 mg, 3 mmol) in dimethyl sulfoxide (5 mL) was stirred at 120° C. for 12 h. Then the reaction mixture cooled to room temperature. The reaction mixture was extracted with ethyl acetate (2×150 mL), washed with water (2×50 mL) and saturat...